From a dataset of the Open Reaction Database (ORD), a public repository of structured organic reaction records. describe an organic reaction: reactants, conditions, products, and yield The reactants are BrC1=CC(=C(C=C1)OC(F)F)C(C)(C)C (4-bromo-2-tert-butyl-difluoromethoxy-benzene), COC1=NC=CC=C1B(O)O (2-methoxy-3-pyridine boronic acid), C(=O)([O-])[O-].[Na+].[Na+] (Na2CO3). Reagents/catalysts: C=1C=CC(=CC1)[P](C=2C=CC=CC2)(C=3C=CC=CC3)[Pd]([P](C=4C=CC=CC4)(C=5C=CC=CC5)C=6C=CC=CC6)([P](C=7C=CC=CC7)(C=8C=CC=CC8)C=9C=CC=CC9)[P](C=1C=CC=CC1)(C=1C=CC=CC1)C=1C=CC=CC1 (Pd(PPh3)4). The solvent is CO (MeOH), C(Cl)Cl (DCM). Reaction conditions: temperature 115 celsius. Yields the product C(C)(C)(C)C=1C=C(C=CC1OC(F)F)C=1C(=NC=CC1)OC (3-(3-tert-butyl-4-difluoromethoxy-phenyl)-2-methoxy-pyridine). The yield is 57.5%. RXN SMILES: Br[C:2]1[CH:7]=[CH:6][C:5]([O:8][CH:9]([F:11])[F:10])=[C:4]([C:12]([CH3:15])([CH3:14])[CH3:13])[CH:3]=1.[CH3:16][O:17][C:18]1[C:23](B(O)O)=[CH:22][CH:21]=[CH:20][N:19]=1.C([O-])([O-])=O.[Na+].[Na+]>CO.C(Cl)Cl.C1C=CC([P]([Pd]([P](C2C=CC=CC=2)(C2C=CC=CC=2)C2C=CC=CC=2)([P](C2C=CC=CC=2)(C2C=CC=CC=2)C2C=CC=CC=2)[P](C2C=CC=CC=2)(C2C=CC=CC=2)C2C=CC=CC=2)(C2C=CC=CC=2)C2C=CC=CC=2)=CC=1>[C:12]([C:4]1[CH:3]=[C:2]([C:23]2[C:18]([O:17][CH3:16])=[N:19][CH:20]=[CH:21][CH:22]=2)[CH:7]=[CH:6][C:5]=1[O:8][CH:9]([F:11])[F:10])([CH3:15])([CH3:14])[CH3:13] |f:2.3.4,^1:41,43,62,81|. Reported procedure: step 2—A sealed tube containing 20 (129 mg, 0.464 mmol), 2-methoxy-3-pyridine boronic acid (37, 108 mg, 0.706 mmol, CASRN 163105-90-6), Pd(PPh3)4 (39 mg, 0.034 mmol) and Na2CO3 (147 mg, 1.387 mmol) in a mixture of MeOH (3 mL) and DCM (1 mL) was heated in a microwave synthesizer at 115° C. for 30 min. The organic volatiles were removed under reduced pressure. The residue was partitioned between EtOAc and water. The organic layer was washed with brine, dried (Na2SO4), filtered and concentrated. Th... Starting materials: NC(=O)c1ncn2c1C1CCCN1C(=O)c1c(Br)cccc1-2, O=C(OC(=O)C(F)(F)F)C(F)(F)F, C1COCCO1, O, c1ccncc1. Product: N#Cc1ncn2c1C1CCCN1C(=O)c1c(Br)cccc1-2. RXN SMILES: [Br:1][c:2]1[cH:3][cH:4][cH:5][c:6]2[c:7]1[C:8](=[O:22])[N:9]1[CH:10]([c:11]3[n:12]-2[cH:13][n:14][c:15]3[C:16](=[O:17])[NH2:18])[CH2:19][CH2:20][CH2:21]1.[F:23][C:24]([F:25])([F:26])[C:27]([O:28][C:29](=[O:30])[C:31]([F:32])([F:33])[F:34])=[O:35].[O:37]1[CH2:38][CH2:39][O:40][CH2:41][CH2:42]1.[OH2:36].[cH:43]1[cH:44][cH:45][n:46][cH:47][cH:48]1>>[Br:1][c:2]1[cH:3][cH:4][cH:5][c:6]2[c:7]1[C:8](=[O:22])[N:9]1[CH:10]([c:11]3[n:12]-2[cH:13][n:14][c:15]3[C:16]#[N:18])[CH2:19][CH2:20][CH2:21]1. Reactants: COC(=O)NC(C(=O)N1CC2(CC1c1ncc(-c3ccc(Br)cc3)[nH]1)OCCO2)C(C)C, CC(C)=O, O. The product is COC(=O)NC(C(=O)N1CC(=O)CC1c1ncc(-c2ccc(Br)cc2)[nH]1)C(C)C. Reaction SMILES: [CH3:1][O:2][C:3]([NH:4][CH:5]([CH:6]([CH3:7])[CH3:8])[C:9](=[O:10])[N:11]1[CH2:12][C:13]2([O:14][CH2:17][CH2:16][O:15]2)[CH2:18][CH:19]1[c:20]1[nH:21][c:22](-[c:25]2[cH:26][cH:27][c:28]([Br:31])[cH:29][cH:30]2)[cH:23][n:24]1)=[O:32].[CH3:34][C:35](=[O:36])[CH3:37].[OH2:33]>>[CH3:1][O:2][C:3]([NH:4][CH:5]([CH:6]([CH3:7])[CH3:8])[C:9](=[O:10])[N:11]1[CH2:12][C:13](=[O:14])[CH2:18][CH:19]1[c:20]1[nH:21][c:22](-[c:25]2[cH:26][cH:27][c:28]([Br:31])[cH:29][cH:30]2)[cH:23][n:24]1)=[O:32]. Reactants: COc1ccc([N+](=O)[O-])c(C)c1N1CCN(C)CC1, CC(C)(C)[O-], CS(C)=O, [K+]. Product: COc1ccc([N+](=O)[O-])c(CCO)c1N1CCN(C)CC1. Reaction SMILES: [CH3:1][O:2][c:3]1[cH:4][cH:5][c:6]([N+:17](=[O:18])[O-:19])[c:7]([CH3:16])[c:8]1[N:9]1[CH2:10][CH2:11][N:12]([CH3:15])[CH2:13][CH2:14]1.[CH3:20][C:21]([CH3:22])([O-:23])[CH3:24].[CH3:26][S:27]([CH3:28])=[O:29].[K+:25]>>[CH3:1][O:2][c:3]1[cH:4][cH:5][c:6]([N+:17](=[O:18])[O-:19])[c:7]([CH2:16][CH2:21][OH:23])[c:8]1[N:9]1[CH2:10][CH2:11][N:12]([CH3:15])[CH2:13][CH2:14]1.